From a dataset of the Open Reaction Database (ORD), a public repository of structured organic reaction records. describe an organic reaction: reactants, conditions, products, and yield The reactants are C[Si](C)(C)OP(=O)=O (trimethylsilyl polyphosphate), NC1=C(C(=CC=C1)F)O (2-amino-6-fluorophenol), COC=1C=C(C(=O)O)C=CC1C1=NC=CC=C1 (3-methoxy-4-pyridin-2-ylbenzoic acid), Cl (HCl). Run in CCOCC (ether). Reaction conditions: temperature 200 celsius. The product is Cl.FC1=CC=CC=2N=C(OC21)C2=CC(=C(C=C2)C2=NC=CC=C2)OC (7-fluoro-2-(3-methoxy-4-pyridin-2-ylphenyl)-1,3-benzoxazole hydrochloride). Reaction SMILES: C[Si](OP(=O)=O)(C)C.[NH2:9][C:10]1[CH:15]=[CH:14][CH:13]=[C:12]([F:16])[C:11]=1[OH:17].[CH3:18][O:19][C:20]1[CH:21]=[C:22]([CH:26]=[CH:27][C:28]=1[C:29]1[CH:34]=[CH:33][CH:32]=[CH:31][N:30]=1)[C:23](O)=O.[ClH:35]>CCOCC>[ClH:35].[F:16][C:12]1[C:11]2[O:17][C:23]([C:22]3[CH:26]=[CH:27][C:28]([C:29]4[CH:34]=[CH:33][CH:32]=[CH:31][N:30]=4)=[C:20]([O:19][CH3:18])[CH:21]=3)=[N:9][C:10]=2[CH:15]=[CH:14][CH:13]=1 |f:5.6|. Reported procedure: To 7 mL trimethylsilyl polyphosphate was added 2-amino-6-fluorophenol (166 mg, 1.31 mmol) and 3-methoxy-4-pyridin-2-ylbenzoic acid (300 mg, 1.31 mmol). The mixture was heated at 200° C. for 2 h, quenched over ice, and made basic (pH 14) with 1N NaOH. The aqueous phase was extracted with EtOAc (3×150 mL). The combined organic layers were washed with brine, dried over MgSO4, filtered, and concentrated in vacuo. The resultant oil was taken up in ether and reconcentrated to give a tan solid. The fre... Yields the product C(C)OC(CC(CC(=O)OCC)(C1=CC=NC=C1)C#N)=O (3-cyano-3-(pyrid-4-yl)pentanedioic Acid Diethyl Ester). Procedure details: Prepare by the method of Example 49.1.2 using 4-pyridineacetonitrile to give, after chromatography on silica gel eluting with ethyl acetate/hexane 1/1, the title compound. Reaction SMILES: [N:1]1[CH:6]=[CH:5][C:4]([CH2:7][C:8]#[N:9])=[CH:3][CH:2]=1.[C:10]([O:13][CH2:14][CH3:15])(=[O:12])[CH3:11].CCCC[CH2:20][CH3:21]>>[CH2:14]([O:13][C:10](=[O:12])[CH2:11][C:7]([C:8]#[N:9])([C:4]1[CH:5]=[CH:6][N:1]=[CH:2][CH:3]=1)[CH2:11][C:10]([O:13][CH2:20][CH3:21])=[O:12])[CH3:15] |f:1.2|. Starting materials: N1=CC=C(C=C1)CC#N (4-pyridineacetonitrile), C(C)(=O)OCC.CCCCCC (ethyl acetate hexane).